From a dataset of the Open Reaction Database (ORD), a public repository of structured organic reaction records. describe an organic reaction: reactants, conditions, products, and yield Reactants: NC1=NC(=C(C(=N1)N(CC(=O)OC)CC1=NC=C(C(=C1C)OC)C)[N+](=O)[O-])Cl (Methyl 2-[(2-amino-6-chloro-5-nitro-pyrimidin-4-yl)-[(4-methoxy-3,5-dimethyl-pyridin-2-yl)methyl]amino]acetate), NC1=NC(=C(C(=N1)N(CC(=O)OC)CC1=NC=C(C(=C1C)OC)C)[N+](=O)[O-])Cl (Methyl 2-[(2-amino-6-chloro-5-nitro-pyrimidin-4-yl)-[(4-methoxy-3,5-dimethyl-pyridin-2-yl)methyl]amino]acetate). Reagents/catalysts: [Fe] (Iron). The solvent is C(C)(=O)O (acetic acid). Reaction conditions: temperature 65 celsius. Yields the product NC1=NC=2N(CC(NC2C(=N1)Cl)=O)CC1=NC=C(C(=C1C)OC)C (2-Amino-4-chloro-8-[(4-methoxy-3,5-dimethyl-pyridin-2-yl)methyl]-5,7-dihydropteridin-6-one). The yield is 7.6%. RXN SMILES: [NH2:1][C:2]1[N:7]=[C:6]([N:8]([CH2:14][C:15]2[C:20]([CH3:21])=[C:19]([O:22][CH3:23])[C:18]([CH3:24])=[CH:17][N:16]=2)[CH2:9][C:10](OC)=[O:11])[C:5]([N+:25]([O-])=O)=[C:4]([Cl:28])[N:3]=1>C(O)(=O)C.[Fe]>[NH2:1][C:2]1[N:3]=[C:4]([Cl:28])[C:5]2[NH:25][C:10](=[O:11])[CH2:9][N:8]([CH2:14][C:15]3[C:20]([CH3:21])=[C:19]([O:22][CH3:23])[C:18]([CH3:24])=[CH:17][N:16]=3)[C:6]=2[N:7]=1. Reported procedure: Methyl 2-[(2-amino-6-chloro-5-nitro-pyrimidin-4-yl)-[(4-methoxy-3,5-dimethyl-pyridin-2-yl)methyl]amino]acetate (Intermediate 25)(2.0 g) was dissolved in acetic acid (120 mL) and warmed to 65° C. Iron powder (5 g) was added and the mix heated at 85° C. for 40 minutes. The reaction mixture allowed to cool, filtered and the filtrate was evaporated to dryness. The residue was purified by flash chromatography on silica, eluting with increasingly polar mixtures of methanol DCM (1/99-10/90) to give cru...